This data is from the Open Reaction Database (ORD), a public repository of structured organic reaction records. The task is: describe an organic reaction: reactants, conditions, products, and yield The reactants are ClC(Cl)Cl, O=C1Nc2ccccc2SC1CO, O=S(Cl)Cl. Product: O=C1Nc2ccccc2SC1CCl. As a reaction SMILES: [CH:18]([Cl:19])([Cl:20])[Cl:21].[OH:1][CH2:2][CH:3]1[S:4][c:5]2[c:6]([cH:10][cH:11][cH:12][cH:13]2)[NH:7][C:8]1=[O:9].[S:14]([Cl:15])([Cl:16])=[O:17]>>[CH2:2]([CH:3]1[S:4][c:5]2[c:6]([cH:10][cH:11][cH:12][cH:13]2)[NH:7][C:8]1=[O:9])[Cl:16]. Starting materials: ice water, CS(=O)C (DMSO), OC1CCC2(CCN(C2=O)C=2C=NC(=CC2)OCC(F)(F)F)CC1 (8-hydroxy-2-[6-(2,2,2-trifluoro-ethoxy)-pyridin-3-yl]-2-aza-spiro[4.5]decan-1-one), C(C(=O)Cl)(=O)Cl (oxalylchloride), Cl (HCl). The solvent is C(C)N(CC)CC (triethylamine), ClCCl (dichloromethane). Run at temperature -78 celsius, time 5 minute. Product: FC(COC1=CC=C(C=N1)N1C(C2(CC1)CCC(CC2)=O)=O)(F)F (2-[6-(2,2,2-Trifluoro-ethoxy)-pyridin-3-yl]-2-aza-spiro[4.5]decane-1,8-dione). Isolated yield 65.3%. Reaction SMILES: CS(C)=O.[OH:5][CH:6]1[CH2:28][CH2:27][C:9]2([C:13](=[O:14])[N:12]([C:15]3[CH:16]=[N:17][C:18]([O:21][CH2:22][C:23]([F:26])([F:25])[F:24])=[CH:19][CH:20]=3)[CH2:11][CH2:10]2)[CH2:8][CH2:7]1.C(Cl)(=O)C(Cl)=O.Cl>ClCCl.C(N(CC)CC)C>[F:26][C:23]([F:24])([F:25])[CH2:22][O:21][C:18]1[N:17]=[CH:16][C:15]([N:12]2[CH2:11][CH2:10][C:9]3([CH2:8][CH2:7][C:6](=[O:5])[CH2:28][CH2:27]3)[C:13]2=[O:14])=[CH:20][CH:19]=1. Procedure: DMSO (5.19 mL) was added dropwise over a period of 5 minutes to a solution of 8-hydroxy-2-[6-(2,2,2-trifluoro-ethoxy)-pyridin-3-yl]-2-aza-spiro[4.5]decan-1-one (9.53 g, obtained in example 108, step 3) in dichloromethane (100 mL) that was cooled down to −78° C. in a CO2/acetone-bath. After 5 minutes, oxalylchloride (3.04 mL) was added dropwise over a period of 10 minutes and stirring was continued for 30 minutes at −78° C. Then, triethylamine (17 mL) was added dropwise over a period of 10 minute... Reactants: ClCCl, O=C(O)C(F)(F)F, N=C(N)N. Product: O=C([O-])C(F)(F)F, N=C(N)N. RXN SMILES: [Cl:12][CH2:13][Cl:14].[F:5][C:6]([C:7](=[O:8])[OH:9])([F:10])[F:11].[NH2:1][C:2]([NH2:3])=[NH:4]>>[F:5][C:6]([C:7](=[O:8])[O-:9])([F:10])[F:11].[NH:1]=[C:2]([NH2:3])[NH2:4]. Reactants: ClC(C(=O)N(C1=CC=CC=C1)C1=CC=CC=C1)C (N-(2-chloropropanoyl)-diphenylamine), [Cl-].[Al+3].[Cl-].[Cl-] (aluminum chloride), hydrochloric acid ice. Conditions: temperature 190 celsius, time 10 minute. Yields the product CC1C(N(C2=CC=CC=C12)C1=CC=CC=C1)=O (3-methyl-1-phenyl-2,3-dihydro-1H-indol-2-one). Isolated yield 832.9%. RXN SMILES: Cl[CH:2]([CH3:18])[C:3]([N:5]([C:12]1[CH:17]=[CH:16][CH:15]=[CH:14][CH:13]=1)[C:6]1[CH:11]=[CH:10][CH:9]=[CH:8][CH:7]=1)=[O:4].[Cl-].[Al+3].[Cl-].[Cl-]>>[CH3:18][CH:2]1[C:11]2[C:6](=[CH:7][CH:8]=[CH:9][CH:10]=2)[N:5]([C:12]2[CH:17]=[CH:16][CH:15]=[CH:14][CH:13]=2)[C:3]1=[O:4] |f:1.2.3.4|. Procedure: A mixture of 13.3 g (0.00513 mole) of N-(2-chloropropanoyl)-diphenylamine and 14.7 g (0.011 mole) of anhydrous aluminum chloride was stirred for 10 minutes while heating over an oil bath of 190° C. The reaction mixture was poured into 10% hydrochloric acid-ice, and the mixture was extracted with ethyl acetate. The ethyl acetate layer was washed successively with 10% hydrochloric acid, water, a sodium hydrogen carbonate aqueous solution and then water, and dried over anhydrous sodium sulfate. Eth...